This data is from the Open Reaction Database (ORD), a public repository of structured organic reaction records. The task is: describe an organic reaction: reactants, conditions, products, and yield Starting materials: C1C(CCN2CCCCC12)COC(=O)C1=CNC2=CC=CC=C12 (Quinolizidin-2-ylmethylindole-3-carboxylate), C(C=C)I (allyl iodide). The product is C1C(CCN2CCCCC12)COC(=O)C1=CN(C2=CC=CC=C12)CC=C (Quinolizidin-2-ylmethyl-1-allylindole-3-carboxylate). Reaction SMILES: [CH2:1]1[CH:10]2[N:5]([CH2:6][CH2:7][CH2:8][CH2:9]2)[CH2:4][CH2:3][CH:2]1[CH2:11][O:12][C:13]([C:15]1[C:23]2[C:18](=[CH:19][CH:20]=[CH:21][CH:22]=2)[NH:17][CH:16]=1)=[O:14].[CH2:24](I)[CH:25]=[CH2:26]>>[CH2:1]1[CH:10]2[N:5]([CH2:6][CH2:7][CH2:8][CH2:9]2)[CH2:4][CH2:3][CH:2]1[CH2:11][O:12][C:13]([C:15]1[C:23]2[C:18](=[CH:19][CH:20]=[CH:21][CH:22]=2)[N:17]([CH2:26][CH:25]=[CH2:24])[CH:16]=1)=[O:14]. Procedure details: eq-Quinolizidin-2-ylmethylindole-3-carboxylate (E9b) was alkylated with allyl iodide using the method in Example 18. The product was chromatographed on silica gel eluting initially with ether, then with ethyl acetate, to afford the title compound (E19) as a colourless oil. This was converted to its hydrochloride salt mp 190°-192° C. (acetone) Starting materials: ClC1=C(C=CC=C1)C(C1=C(C=CC=C1)N1C(=NN=C1C)CO)=O (2'-chloro-2-[3-(hydroxymethyl)-5-methyl-4H-1,2,4-triazol-4-yl]benzophenone), P(Br)(Br)Br (phosphorus tribromide). The solvent is C(Cl)(Cl)Cl (chloroform). Yields the product ClC1=C(C=CC=C1)C(C1=C(C=CC=C1)N1C(=NN=C1C)CBr)=O (2'-chloro-2-[3-(bromomethyl)-5-methyl-4H-1,2,4-triazol-4yl]benzophenone). Reaction SMILES: [Cl:1][C:2]1[CH:7]=[CH:6][CH:5]=[CH:4][C:3]=1[C:8](=[O:23])[C:9]1[CH:14]=[CH:13][CH:12]=[CH:11][C:10]=1[N:15]1[C:19]([CH3:20])=[N:18][N:17]=[C:16]1[CH2:21]O.P(Br)(Br)[Br:25]>C(Cl)(Cl)Cl>[Cl:1][C:2]1[CH:7]=[CH:6][CH:5]=[CH:4][C:3]=1[C:8](=[O:23])[C:9]1[CH:14]=[CH:13][CH:12]=[CH:11][C:10]=1[N:15]1[C:19]([CH3:20])=[N:18][N:17]=[C:16]1[CH2:21][Br:25]. Procedure: In the manner given in Example 5, 2'-chloro-2-[3-(hydroxymethyl)-5-methyl-4H-1,2,4-triazol-4-yl]benzophenone is treated with phosphorus tribromide in chloroform to give 2'-chloro-2-[3-(bromomethyl)-5-methyl-4H-1,2,4-triazol-4yl]benzophenone. The reactants are C(C1=CC=CC=C1)OC(=O)N1CC(C1)C=1OC=C(N1)C (3-(4-methyl-oxazol-2-yl)-azetidine-1-carboxylic acid benzyl ester). Run in C(C)O (ethanol). Conditions: temperature 30 celsius, time 18 hour. The product is N1CC(C1)C=1OC=C(N1)C (2-Azetidin-3-yl-4-methyl-oxazole). Reaction SMILES: C(OC([N:11]1[CH2:14][CH:13]([C:15]2[O:16][CH:17]=[C:18]([CH3:20])[N:19]=2)[CH2:12]1)=O)C1C=CC=CC=1>C(O)C>[NH:11]1[CH2:14][CH:13]([C:15]2[O:16][CH:17]=[C:18]([CH3:20])[N:19]=2)[CH2:12]1. Procedure: To 40 mg (0.15 mmol) 3-(4-methyl-oxazol-2-yl)-azetidine-1-carboxylic acid benzyl ester in 2 mL ethanol was added 4 mg (20% w/w on carbon) palladium hydroxide, the reaction was purged 3 times with nitrogen then 3 times with hydrogen and was stirred at 30° C. under a balloon of hydrogen for 18 hours. The mixture was purged twice with nitrogen, then the solution was filtered through a pad of celite. The solvent was evaporated to give the desired product, which was used in the next step without furt... Reactants: C(C)(C)(C)OC(NCCCN(S(=O)(=O)C)CC1=CC(=CC=C1)C1=NC(=NC=C1)Cl)=O ((3-{[3-(2-Chloro-pyrimidin-4-yl)-benzyl]-methanesulfonyl-amino}-propyl)-carbamic acid tert-butyl ester), NCC1=CC=C(C=C1)O (4-aminomethyl-phenol), 442. Yields the product NCCCN(S(=O)(=O)C)CC1=CC(=CC=C1)C1=NC(=NC=C1)NCC1=CC=C(C=C1)O (N-(3-Amino-propyl)-N-{3-[2-(4-hydroxy-benzylamino)-pyrimidin-4-yl]-benzyl}-methanesulfonamide). RXN SMILES: C(OC(=O)[NH:7][CH2:8][CH2:9][CH2:10][N:11]([CH2:16][C:17]1[CH:22]=[CH:21][CH:20]=[C:19]([C:23]2[CH:28]=[CH:27][N:26]=[C:25](Cl)[N:24]=2)[CH:18]=1)[S:12]([CH3:15])(=[O:14])=[O:13])(C)(C)C.[NH2:31][CH2:32][C:33]1[CH:38]=[CH:37][C:36]([OH:39])=[CH:35][CH:34]=1>>[NH2:7][CH2:8][CH2:9][CH2:10][N:11]([CH2:16][C:17]1[CH:22]=[CH:21][CH:20]=[C:19]([C:23]2[CH:28]=[CH:27][N:26]=[C:25]([NH:31][CH2:32][C:33]3[CH:38]=[CH:37][C:36]([OH:39])=[CH:35][CH:34]=3)[N:24]=2)[CH:18]=1)[S:12]([CH3:15])(=[O:13])=[O:14]. Procedure details: Intermediate 4 from above was coupled with 4-aminomethyl-phenol following procedure F and the resulting product deprotected following procedure G. LC-MS showed the product had the expected M+H+ of 442. Starting materials: C(=O)([O-])[O-].[Cs+].[Cs+] (Cs2CO3), C(C)(C)(C)OC(=O)N1[C@@H]([C@@H](CC1)O)C(=O)O ((2S,3R)-3-hydroxy-pyrrolidine-1,2-dicarboxylic acid 1-tert-butyl ester), C(C1=CC=CC=C1)Br (benzylbromide). Solvent: O (water), CO (MeOH). Reaction conditions: temperature 0 celsius, time 8 hour. The product is C(C)(C)(C)OC(=O)N1[C@@H]([C@@H](CC1)O)C(=O)OCC1=CC=CC=C1 ((2S,3R)-3-Hydroxy-pyrrolidine-1,2-dicarboxylic acid 2-benzyl ester 1-tert-butyl ester). Reaction SMILES: [C:1]([O:5][C:6]([N:8]1[CH2:12][CH2:11][C@@H:10]([OH:13])[C@H:9]1[C:14]([OH:16])=[O:15])=[O:7])([CH3:4])([CH3:3])[CH3:2].C([O-])([O-])=O.[Cs+].[Cs+].[CH2:23](Br)[C:24]1[CH:29]=[CH:28][CH:27]=[CH:26][CH:25]=1>CO.O>[C:1]([O:5][C:6]([N:8]1[CH2:12][CH2:11][C@@H:10]([OH:13])[C@H:9]1[C:14]([O:16][CH2:23][C:24]1[CH:29]=[CH:28][CH:27]=[CH:26][CH:25]=1)=[O:15])=[O:7])([CH3:4])([CH3:2])[CH3:3] |f:1.2.3|. Procedure details: To a solution of (2S,3R)-3-hydroxy-pyrrolidine-1,2-dicarboxylic acid 1-tert-butyl ester [186132-96-7] (500 mg, 2.162 mmol; Chem-Impex International, Inc.) in MeOH (9.0 mL), cooled to 0° C., was added with stirring a solution of Cs2CO3 (704 mg, 2.162 mmol) in water (6.0 mL). The mixture was concentrated by rotary evaporation and the residue was suspended in DMF (17.0 mL). The suspension was cooled to 0° C., followed by addition of benzylbromide (0.514 mL, 4.32 mmol) and stirring overnight at RT. ... Reactants: C(=O)([O-])[O-].[Na+].[Na+] (Na2CO3), CC1(OC[C@H](O1)C(C)=O)C ((S)-1-(2,2-dimethyl-1,3-dioxolan-4-yl)ethanone), C1CCOC1 (THF), Cl.NO (hydroxylamine hydrochloride). Run in O (water). Reaction conditions: time 20 minute. The product is CC1(OC[C@H](O1)C=NO)C ((R)-2,2-dimethyl-1,3-dioxolane-4-carbaldehyde oxime). Isolated yield 97.5%. RXN SMILES: [CH3:1][C:2]1([CH3:10])[O:6][C@H:5]([C:7](=O)C)[CH2:4][O:3]1.C1COCC1.Cl.[NH2:17][OH:18].C([O-])([O-])=O.[Na+].[Na+]>O>[CH3:1][C:2]1([CH3:10])[O:6][C@H:5]([CH:7]=[N:17][OH:18])[CH2:4][O:3]1 |f:2.3,4.5.6|. Reported procedure: To a solution of (S)-1-(2,2-dimethyl-1,3-dioxolan-4-yl)ethanone (10.5 g, 72.8 mmol) in 150 (mL) THF: 60 mL water was added hydroxylamine hydrochloride (5.06 g, 72.8 mmol), and the reaction was stirred for 20 minutes. Na2CO3 (3.78 g, 35.7 mmol) was added and the reaction was stirred overnight. The reaction was extracted with ethyl acetate, washed with water and brine, dried over MgSO4, filtered and concentrated to afford (R)-2,2-dimethyl-1,3-dioxolane-4-carbaldehyde oxime (10.3 g, 71.0 mmol, 97.4...